This data is from the Open Reaction Database (ORD), a public repository of structured organic reaction records. The task is: describe an organic reaction: reactants, conditions, products, and yield The reactants are [BH3-]C#N, CC1(C)CN(C(=O)OCc2ccccc2)CCC1=O, CC(=O)[O-], CO, [NH4+], [Na+]. Yields the product CC1(C)CN(C(=O)OCc2ccccc2)CCC1N. As a reaction SMILES: [C:25](#[N:26])[BH3-:27].[CH2:1]([c:2]1[cH:3][cH:4][cH:5][cH:6][cH:7]1)[O:8][C:9](=[O:10])[N:11]1[CH2:12][C:13]([CH3:18])([CH3:19])[C:14](=[O:17])[CH2:15][CH2:16]1.[CH3:21][C:22](=[O:23])[O-:24].[CH3:29][OH:30].[NH4+:20].[Na+:28]>>[CH2:1]([c:2]1[cH:3][cH:4][cH:5][cH:6][cH:7]1)[O:8][C:9](=[O:10])[N:11]1[CH2:12][C:13]([CH3:18])([CH3:19])[CH:14]([NH2:26])[CH2:15][CH2:16]1. The reactants are CC(=O)Nc1c(Cl)ccc(C)c1Cl, Cc1nc(S(=O)(=O)Cl)nn1-c1ncccn1, [H-], [Na+], C1CCOC1. Yields the product Cc1ccc(Cl)c(NS(=O)(=O)c2nc(C)n(-c3ncccn3)n2)c1Cl. RXN SMILES: [C:3](=[O:4])([CH3:5])[NH:6][c:7]1[c:8]([Cl:15])[c:9]([CH3:14])[cH:10][cH:11][c:12]1[Cl:13].[CH3:16][c:17]1[n:18][c:19]([S:28](=[O:29])(=[O:30])[Cl:31])[n:20][n:21]1-[c:22]1[n:23][cH:24][cH:25][cH:26][n:27]1.[H-:1].[Na+:2].[O:32]1[CH2:33][CH2:34][CH2:35][CH2:36]1>>[NH:6]([c:7]1[c:8]([Cl:15])[c:9]([CH3:14])[cH:10][cH:11][c:12]1[Cl:13])[S:28]([c:19]1[n:18][c:17]([CH3:16])[n:21](-[c:22]2[n:23][cH:24][cH:25][cH:26][n:27]2)[n:20]1)(=[O:29])=[O:30]. The reactants are OC1=C(C=CC(=C1)O)C(CCCC(=O)OC)(C)C (methyl 5-(2',4'-dihydroxyphenyl)-5-methyl-hexanoate), C(C)C(CO)CCCC (2-ethyl-hexanol), C1(=CC=C(C=C1)S(=O)(=O)O)C (p-toluene sulphonic acid). The solvent is CCOCC (ether). The product is OC1=C(C=CC(=C1)O)C(CCCC(=O)OCC(CCCC)CC)(C)C (2-ethylhexyl 5-(2',4'-dihydroxyphenyl)-5-methyl-hexanoate). Reaction SMILES: [OH:1][C:2]1[CH:7]=[C:6]([OH:8])[CH:5]=[CH:4][C:3]=1[C:9]([CH3:18])([CH3:17])[CH2:10][CH2:11][CH2:12][C:13]([O:15][CH3:16])=[O:14].[CH2:19]([CH:21]([CH2:24][CH2:25][CH2:26][CH3:27])CO)[CH3:20].C1(C)C=CC(S(O)(=O)=O)=CC=1>CCOCC>[OH:1][C:2]1[CH:7]=[C:6]([OH:8])[CH:5]=[CH:4][C:3]=1[C:9]([CH3:18])([CH3:17])[CH2:10][CH2:11][CH2:12][C:13]([O:15][CH2:16][CH:21]([CH2:19][CH3:20])[CH2:24][CH2:25][CH2:26][CH3:27])=[O:14]. Procedure: 5.0 Parts of methyl 5-(2',4'-dihydroxyphenyl)-5-methyl-hexanoate, 50 parts of 2-ethyl-hexanol and 0.5 parts of p-toluene sulphonic acid were heated on a steam-bath for 18 hours. The reaction mixture was then diluted with ether, washed with sodium bicarbonate solution, water, and evaporated. The residue, after stripping off excess 2-ethylhexanol on a rotary evaporator at 100° C. and 0.1 mm pressure, gave 2-ethylhexyl 5-(2',4'-dihydroxyphenyl)-5-methyl-hexanoate as a viscous amber liquid with the ... Starting materials: COC(CC1=CC(=CC=C1)O)=O (3-hydroxyphenyl acetic acid methyl ester), IC(C)CC (2-iodobutane), C([O-])([O-])=O.[K+].[K+] (potassium carbonate). The solvent is CC(=O)C (acetone). Reaction conditions: temperature 65 celsius. Yields the product COC(CC1=CC(=CC=C1)OC(C)CC)=O ((3-sec-butoxy-phenyl)-acetic acid methyl ester). As a reaction SMILES: [CH3:1][O:2][C:3](=[O:12])[CH2:4][C:5]1[CH:10]=[CH:9][CH:8]=[C:7]([OH:11])[CH:6]=1.I[CH:14]([CH2:16][CH3:17])[CH3:15].C(=O)([O-])[O-].[K+].[K+]>CC(C)=O>[CH3:1][O:2][C:3](=[O:12])[CH2:4][C:5]1[CH:10]=[CH:9][CH:8]=[C:7]([O:11][CH:14]([CH2:16][CH3:17])[CH3:15])[CH:6]=1 |f:2.3.4|. Reported procedure: To 3-hydroxyphenyl acetic acid methyl ester (27.3 g, 165 mmol) in acetone (200 mL) was added 2-iodobutane (55 mL, 478 mmol) and potassium carbonate (83 g, 601 mmol). The mixture was heated at 65° C. for 48 hrs and filtered through a Celite® pad. The filtrate was concentrated in vacuo and the residue was diluted with dichloromethane and water. The aqueous phase was extracted with dichloromethane (3×100 mL). The combined extracts were washed with saturated sodium chloride (50 mL), dried over anhyd... Reactants: CCOCCn1c(CN2CCNCC2)nc2cccnc21, CCCCO, C=Cc1ccccn1. Product: CCOCCn1c(CN2CCN(CCc3ccccn3)CC2)nc2cccnc21. RXN SMILES: [CH2:1]([CH3:2])[O:3][CH2:4][CH2:5][n:6]1[c:7]([CH2:15][N:16]2[CH2:17][CH2:18][NH:19][CH2:20][CH2:21]2)[n:8][c:9]2[c:10]1[n:11][cH:12][cH:13][cH:14]2.[CH2:30]([OH:31])[CH2:32][CH2:33][CH3:34].[CH:22](=[CH2:23])[c:24]1[n:25][cH:26][cH:27][cH:28][cH:29]1>>[CH2:1]([CH3:2])[O:3][CH2:4][CH2:5][n:6]1[c:7]([CH2:15][N:16]2[CH2:17][CH2:18][N:19]([CH2:23][CH2:22][c:24]3[n:25][cH:26][cH:27][cH:28][cH:29]3)[CH2:20][CH2:21]2)[n:8][c:9]2[c:10]1[n:11][cH:12][cH:13][cH:14]2. Starting materials: BrC1=NC(=CC=C1)Br (2,6-Dibromopyridine), (bis)triphenylphosphine palladium dichloride, cuprous iodide, C#CCCCC (1-Hexyne). Solvent: C(C)N(CC)CC (triethylamine). Reaction conditions: temperature 50 celsius, time 1 hour. Product: BrC1=CC=CC(=N1)C#CCCCC (1-[6-Bromo-pyridine-2-yl]-1-hexyne). Reaction SMILES: Br[C:2]1[CH:7]=[CH:6][CH:5]=[C:4]([Br:8])[N:3]=1.[CH:9]#[C:10][CH2:11][CH2:12][CH2:13][CH3:14]>C(N(CC)CC)C>[Br:8][C:4]1[N:3]=[C:2]([C:9]#[C:10][CH2:11][CH2:12][CH2:13][CH3:14])[CH:7]=[CH:6][CH:5]=1. Reported procedure: 2,6-Dibromopyridine (2.36 g, 10 mmole) is suspended in 32 ml degassed triethylamine in a 100 ml one-neck round bottom flask under argon. The suspension is treated successively with (bis)triphenylphosphine palladium dichloride (62 mg, 0.08 mmole) and cuprous iodide (8 mg, 0.04 mmole) and is warmed to 50° C. 1-Hexyne (0.50 ml, 4.4 mmole), in 4 ml triethylamine, is added slowly dropwise to the reaction mixture over 30 minutes at 50° C. The reaction is stirred an additional one hour at 50° C., coole...